From a dataset of the Open Reaction Database (ORD), a public repository of structured organic reaction records. describe an organic reaction: reactants, conditions, products, and yield Reactants: CSC(CC=1C=CC2=C(N(C3=C(S2)N=CC=N3)COC)C1)=N (methyl(10-methoxymethyl-10H-pyrazino[2,3-b][1,4]benzothiazin-8-yl)acetothioimidate), NC1=CC=CC=C1 (aniline). Solvent: O1CCCC1 (tetrahydrofuran), CO (methanol). The product is C1(=CC=CC=C1)NC(CC=1C=CC2=C(N(C3=C(S2)N=CC=N3)COC)C1)=N (N-Phenyl-(10-methoxymethyl-10H-pyrazino[2,3-b][1,4]-benzothiazin-8-yl)acetamidine). Reaction SMILES: CS[C:3](=[NH:22])[CH2:4][C:5]1[CH:6]=[CH:7][C:8]2[S:13][C:12]3[N:14]=[CH:15][CH:16]=[N:17][C:11]=3[N:10]([CH2:18][O:19][CH3:20])[C:9]=2[CH:21]=1.[NH2:23][C:24]1[CH:29]=[CH:28][CH:27]=[CH:26][CH:25]=1>O1CCCC1.CO>[C:24]1([NH:23][C:3](=[NH:22])[CH2:4][C:5]2[CH:6]=[CH:7][C:8]3[S:13][C:12]4[N:14]=[CH:15][CH:16]=[N:17][C:11]=4[N:10]([CH2:18][O:19][CH3:20])[C:9]=3[CH:21]=2)[CH:29]=[CH:28][CH:27]=[CH:26][CH:25]=1. Procedure details: 350 mg of methyl(10-methoxymethyl-10H-pyrazino[2,3-b][1,4]benzothiazin-8-yl)acetothioimidate was dissolved in a solvent mixture of tetrahydrofuran (7 ml) with methanol (15 ml). After adding 0.5 ml of aniline, the resulting mixture was heated under reflux for 5 hours. Then the reaction mixture was brought back to room temperature. After distilling off the solvent under reduced pressure, the residue was purified by silica gel column chromatography (eluted with dichloromethane/methanol/aqueous ammo... The reactants are COc1cc2c(cc1OC)C(=O)C(=Cc1ccncc1)C2, CC(=O)O. Yields the product COc1cc2c(cc1OC)C(=O)C(Cc1ccncc1)C2. RXN SMILES: [CH3:1][O:2][c:3]1[cH:4][c:5]2[c:9]([cH:10][c:11]1[O:12][CH3:13])[C:8](=[O:14])[C:7](=[CH:15][c:16]1[cH:17][cH:18][n:19][cH:20][cH:21]1)[CH2:6]2.[CH3:22][C:23](=[O:24])[OH:25]>>[CH3:1][O:2][c:3]1[cH:4][c:5]2[c:9]([cH:10][c:11]1[O:12][CH3:13])[C:8](=[O:14])[CH:7]([CH2:15][c:16]1[cH:17][cH:18][n:19][cH:20][cH:21]1)[CH2:6]2. Procedure details: Di[3-nitro-5-(2,3-dihydroxypropylaminocarbonyl)phenyl]ketone (0.70 g, 1.4 mmol) was dissolved in methanol (40 ml) and was hydrogenated at 60 psi using a Pd/C catalyst (10%, 0.20 g). The catalyst was filtered off and the solvent was evaporated. Analysis by 1H NMR indicated complete conversion to the product. Yield: 0.62 g (100%). Starting materials: [N+](=O)([O-])C=1C=C(C=C(C1)C(=O)NCC(CO)O)C(=O)C1=CC(=CC(=C1)C(=O)NCC(CO)O)[N+](=O)[O-] (Di[3-nitro-5-(2,3-dihydroxypropylaminocarbonyl)phenyl]ketone). The reagents and catalysts are [Pd] (Pd/C). The solvent is CO (methanol). Product: NC=1C=C(C=C(C1)C(=O)NCC(CO)O)C(O)C1=CC(=CC(=C1)C(=O)NCC(CO)O)N (Di[3-amino-5-(2,3-dihydroxypropylaminocarbonyl)phenyl]methanol). As a reaction SMILES: [N+:1]([C:4]1[CH:5]=[C:6]([C:18]([C:20]2[CH:25]=[C:24]([C:26]([NH:28][CH2:29][CH:30]([OH:33])[CH2:31][OH:32])=[O:27])[CH:23]=[C:22]([N+:34]([O-])=O)[CH:21]=2)=[O:19])[CH:7]=[C:8]([C:10]([NH:12][CH2:13][CH:14]([OH:17])[CH2:15][OH:16])=[O:11])[CH:9]=1)([O-])=O>CO.[Pd]>[NH2:1][C:4]1[CH:5]=[C:6]([CH:18]([C:20]2[CH:25]=[C:24]([C:26]([NH:28][CH2:29][CH:30]([OH:33])[CH2:31][OH:32])=[O:27])[CH:23]=[C:22]([NH2:34])[CH:21]=2)[OH:19])[CH:7]=[C:8]([C:10]([NH:12][CH2:13][CH:14]([OH:17])[CH2:15][OH:16])=[O:11])[CH:9]=1. The reactants are CC(C)(C)OC(=O)N1CCC(CCO)CC1, CCOCC, ClCCl. Product: CC(C)(C)OC(=O)N1CCC(CC=O)CC1. As a reaction SMILES: [C:1]([CH3:2])([CH3:3])([CH3:4])[O:5][C:6](=[O:7])[N:8]1[CH2:9][CH2:10][CH:11]([CH2:14][CH2:15][OH:16])[CH2:12][CH2:13]1.[CH3:17][CH2:18][O:19][CH2:20][CH3:21].[Cl:22][CH2:23][Cl:24]>>[C:1]([CH3:2])([CH3:3])([CH3:4])[O:5][C:6](=[O:7])[N:8]1[CH2:9][CH2:10][CH:11]([CH2:14][CH:15]=[O:16])[CH2:12][CH2:13]1.